This data is from the Open Reaction Database (ORD), a public repository of structured organic reaction records. The task is: describe an organic reaction: reactants, conditions, products, and yield Reactants: FC(C(F)F)(OC1=CC=C(C=C1)CC#N)F (p-(1,1,2,2-tetrafluoroethoxy)phenylacetonitrile), BrC(C)C (2-bromopropane), [OH-].[Na+] (sodium hydroxide). Reagents/catalysts: C1CCC2C(C1)OCCOCCOC3CCCCC3OCCOCCO2 (dicyclohexyl-18-crown-6). The solvent is C1=CC=CC=C1 (benzene). Conditions: temperature 45 celsius, time 45 minute. The product is C(C)(C)C(C#N)C1=CC=C(C=C1)OC(C(F)F)(F)F (α-Isopropyl-p-(1,1,2,2-tetrafluoroethoxy)phenylacetonitrile). Isolated yield 100.1%. Reaction SMILES: [F:1][C:2]([F:16])([O:6][C:7]1[CH:12]=[CH:11][C:10]([CH2:13][C:14]#[N:15])=[CH:9][CH:8]=1)[CH:3]([F:5])[F:4].Br[CH:18]([CH3:20])[CH3:19].[OH-].[Na+]>C1CC2OCCOCCOC3C(OCCOCCOC2CC1)CCCC3.C1C=CC=CC=1>[CH:18]([CH:13]([C:10]1[CH:11]=[CH:12][C:7]([O:6][C:2]([F:16])([F:1])[CH:3]([F:4])[F:5])=[CH:8][CH:9]=1)[C:14]#[N:15])([CH3:20])[CH3:19] |f:2.3|. Procedure: A mixture of 39.85 g (0.171 mol) of p-(1,1,2,2-tetrafluoroethoxy)phenylacetonitrile, 3.71 g (9.96 mmol, 5.8 mol %) of dicyclohexyl-18-crown-6, 22.0 ml (28.8 g, 0.234 mol) of 2-bromopropane, 55 ml of benzene, and 55 ml of 50% sodium hydroxide is stirred for 45 minutes during which there is an exotherm from 25° C. to 43° C. The reaction mixture is then heated at 45° C. for 16.5 hours. After dilution with 200 ml of water, the reaction mixture is extracted with 200 ml of ether. The ether solution is... Reactants: BrCc1ccccc1, CS(C)=O, [K+], O=[N+]([O-])c1ccc2[nH]ccc2c1, [OH-], O. The product is O=[N+]([O-])c1ccc2c(ccn2Cc2ccccc2)c1. Reaction SMILES: [Br:19][CH2:20][c:21]1[cH:22][cH:23][cH:24][cH:25][cH:26]1.[CH3:1][S:2]([CH3:3])=[O:4].[K+:6].[N+:7](=[O:8])([O-:9])[c:10]1[cH:11][c:12]2[cH:13][cH:14][nH:15][c:16]2[cH:17][cH:18]1.[OH-:5].[OH2:27]>>[N+:7](=[O:8])([O-:9])[c:10]1[cH:11][c:12]2[cH:13][cH:14][n:15]([CH2:20][c:21]3[cH:22][cH:23][cH:24][cH:25][cH:26]3)[c:16]2[cH:17][cH:18]1. Starting materials: CC(=O)C1=C(C=CC(=C1)[N+](=O)[O-])F (2-Fluoro-5-nitroacetophenone), ClC=1C=C(C=NC1)O (5-chloro-3-pyridinol), C(=O)([O-])[O-].[K+].[K+] (K2CO3). Solvent: CC(=O)C (acetone). The product is ClC=1C=C(C=NC1)OCC(=O)C1=CC=CC(=C1)[N+](=O)[O-] (2-(5-chloro-3-pyridyloxy)-5-nitro-1-phenylethanone). Reaction SMILES: [CH3:1][C:2]([C:4]1[CH:9]=[C:8]([N+:10]([O-:12])=[O:11])[CH:7]=[CH:6][C:5]=1F)=[O:3].[Cl:14][C:15]1[CH:16]=[C:17]([OH:21])[CH:18]=[N:19][CH:20]=1.C([O-])([O-])=O.[K+].[K+]>CC(C)=O>[Cl:14][C:15]1[CH:16]=[C:17]([O:21][CH2:1][C:2]([C:4]2[CH:9]=[C:8]([N+:10]([O-:12])=[O:11])[CH:7]=[CH:6][CH:5]=2)=[O:3])[CH:18]=[N:19][CH:20]=1 |f:2.3.4|. Yield: 68.3%. Procedure: 2-Fluoro-5-nitroacetophenone (3.6 g, 20 mmol, described by Cooper, et. al. J. Med. Chem. 33:1246-1252 (1990)) and 5-chloro-3-pyridinol (3.2 g, 25 mmol) were dissolved in acetone (20 mL). After addition of solid K2CO3 (3.5 g, 26 mmol), the reaction mixture was heated to reflux for 4 hr. The reaction mixture was cooled and acetone was removed under reduced pressure. The residue was suspended in deionized water (50 mL) and extracted with ethyl acetate (3×50 mL). The combined organic portions were w... Reactants: NCC(=O)[C@H]1[C@@](O[C@@H]([C@H]([C@@H]1O)O)CO)(N(C(CCCCCCC\C=C/CCCCCCCC)=O)CCCCCCCCCCCCCC)N (N-(2-glycyl-amino-2-deoxy-β-D-glucopyranosyl)-N-tetradecyl-oleamide), C(C)(C)(C)OC(=O)NCC(=O)O (N-tert-butyloxycarbonyl-glycine). Solvent: O1CCCC1 (tetrahydrofuran). Product: C(C)(C)(C)OC(=O)NCC(=O)NCC(=O)[C@H]1[C@@](O[C@@H]([C@H]([C@@H]1O)O)CO)(N(C(CCCCCCC\C=C/CCCCCCCC)=O)CCCCCCCCCCCCCC)N (N-[2-(N-tert-Butyloxycarbonyl-glycyl-glycyl)-amino-2-deoxy-β-D-glucopyranosyl]-N-tetradecyl-oleamide). Isolated yield 68.0%. Reaction SMILES: [NH2:1][CH2:2][C:3]([C@@H:5]1[C@@H:10]([OH:11])[C@H:9]([OH:12])[C@@H:8]([CH2:13][OH:14])[O:7][C@@:6]1([NH2:49])[N:15]([CH2:35][CH2:36][CH2:37][CH2:38][CH2:39][CH2:40][CH2:41][CH2:42][CH2:43][CH2:44][CH2:45][CH2:46][CH2:47][CH3:48])[C:16](=[O:34])[CH2:17][CH2:18][CH2:19][CH2:20][CH2:21][CH2:22][CH2:23]/[CH:24]=[CH:25]\[CH2:26][CH2:27][CH2:28][CH2:29][CH2:30][CH2:31][CH2:32][CH3:33])=[O:4].[C:50]([O:54][C:55]([NH:57][CH2:58][C:59](O)=[O:60])=[O:56])([CH3:53])([CH3:52])[CH3:51]>O1CCCC1>[C:50]([O:54][C:55]([NH:57][CH2:58][C:59]([NH:1][CH2:2][C:3]([C@@H:5]1[C@@H:10]([OH:11])[C@H:9]([OH:12])[C@@H:8]([CH2:13][OH:14])[O:7][C@@:6]1([NH2:49])[N:15]([CH2:35][CH2:36][CH2:37][CH2:38][CH2:39][CH2:40][CH2:41][CH2:42][CH2:43][CH2:44][CH2:45][CH2:46][CH2:47][CH3:48])[C:16](=[O:34])[CH2:17][CH2:18][CH2:19][CH2:20][CH2:21][CH2:22][CH2:23]/[CH:24]=[CH:25]\[CH2:26][CH2:27][CH2:28][CH2:29][CH2:30][CH2:31][CH2:32][CH3:33])=[O:4])=[O:60])=[O:56])([CH3:53])([CH3:52])[CH3:51]. Procedure details: from N-(2-glycyl-amino-2-deoxy-β-D-glucopyranosyl)-N-tetradecyl-oleamide and N-tert-butyloxycarbonyl-glycine. Yield 68%. [α]D =+14.5° (c=0.92, tetrahydrofuran). The reactants are N1=CC(=CC=C1)OC1=C(C=C(C(=O)OC)C=C1)C(F)(F)F (methyl 4-(3-pyridyloxy)-3-trifluoromethylbenzoate), [H-].[H-].[H-].[H-].[Li+].[Al+3] (LiAlH4). Solvent: C1CCOC1 (THF). Conditions: time 3 hour. Product: N1=CC(=CC=C1)OC1=C(C=C(CO)C=C1)C(F)(F)F (4-(3-Pyridyloxy)-3-trifluoromethylbenzyl alcohol). The yield is 95.7%. Reaction SMILES: [N:1]1[CH:6]=[CH:5][CH:4]=[C:3]([O:7][C:8]2[CH:17]=[CH:16][C:11]([C:12](OC)=[O:13])=[CH:10][C:9]=2[C:18]([F:21])([F:20])[F:19])[CH:2]=1.[H-].[H-].[H-].[H-].[Li+].[Al+3]>C1COCC1>[N:1]1[CH:6]=[CH:5][CH:4]=[C:3]([O:7][C:8]2[CH:17]=[CH:16][C:11]([CH2:12][OH:13])=[CH:10][C:9]=2[C:18]([F:19])([F:21])[F:20])[CH:2]=1 |f:1.2.3.4.5.6|. Procedure details: 0.9 g of methyl 4-(3-pyridyloxy)-3-trifluoromethylbenzoate was dissolved in 10 ml of THF and 235 mg of LiAlH4 were added at 0° C. The mixture was stirred at RT for 3 h, poured onto 50 ml of 1N Na2 CO3 and extracted 3 times with 50 ml of EA. It was dried over Na2SO4 and the solvent was removed in vacuo. 780 mg of a white solid were obtained, which was used without further purification. The reactants are Brc1cncc(Br)c1, CN(C)C=O, [Na+], [Na+], [O-]c1ccccc1, [OH-], O. The product is Brc1cncc(Oc2ccccc2)c1. RXN SMILES: [Br:1][c:2]1[cH:3][n:4][cH:5][c:6]([Br:7])[cH:8]1.[CH3:9][N:10]([CH3:11])[CH:12]=[O:13].[Na+:21].[Na+:23].[O-:14][c:15]1[cH:16][cH:17][cH:18][cH:19][cH:20]1.[OH-:22].[OH2:24]>>[c:2]1([O:14][c:15]2[cH:16][cH:17][cH:18][cH:19][cH:20]2)[cH:3][n:4][cH:5][c:6]([Br:7])[cH:8]1.